From a dataset of the Open Reaction Database (ORD), a public repository of structured organic reaction records. describe an organic reaction: reactants, conditions, products, and yield Starting materials: Cl.Cl.N[C@H]1CN2CCC1CC2 ((R)-(+)-3-aminoquinuclidine dihydrochloride), [OH-].[Na+] (NaOH), Cl.C1=NC(=CC=2N1C=CC2)C(=O)O (Pyrrolo[1,2-c]pyrimidine-3-carboxylic acid hydrochloride), TEA, C1(=CC=CC=C1)P(=O)(C1=CC=CC=C1)Cl (Diphenylphosphinic chloride). Solvent: C1CCOC1 (THF). Conditions: time 1 hour. Product: Cl.N12C[C@@H](C(CC1)CC2)NC(=O)C2=CC=1N(C=N2)C=CC1 (N-[(3R)-1-azabicyclo[2.2.2]oct-3-yl]pyrrolo[1,2-c]pyrimidine-3-carboxamide Hydrochloride). The yield is 100.0%. Reaction SMILES: Cl.[CH:2]1[N:7]2[CH:8]=[CH:9][CH:10]=[C:6]2[CH:5]=[C:4]([C:11]([OH:13])=O)[N:3]=1.C1(P([Cl:28])(C2C=CC=CC=2)=O)C=CC=CC=1.Cl.Cl.[NH2:31][C@@H:32]1[CH:37]2[CH2:38][CH2:39][N:34]([CH2:35][CH2:36]2)[CH2:33]1.[OH-].[Na+]>C1COCC1>[ClH:28].[N:34]12[CH2:39][CH2:38][CH:37]([CH2:36][CH2:35]1)[C@@H:32]([NH:31][C:11]([C:4]1[N:3]=[CH:2][N:7]3[CH:8]=[CH:9][CH:10]=[C:6]3[CH:5]=1)=[O:13])[CH2:33]2 |f:0.1,3.4.5,6.7,9.10|. Procedure details: Pyrrolo[1,2-c]pyrimidine-3-carboxylic acid hydrochloride (0.33 g, 1.66 mmol) and TEA (2.0 mL, 14.35 mmol) are dissolved in 15 mL THF. Diphenylphosphinic chloride (0.47 g, 1.99 mmol) is added dropwise. After 1 h, (R)-(+)-3-aminoquinuclidine dihydrochloride is added and the reaction is allowed to stir at RT. After 1 day, 1N NaOH is added and the mixture is extracted with CHCl3. The combined organic layers are dried (MgSO4), filtered and concentrated. The residue is purified by chromatography (Biot... Starting materials: Cc1cccc(C(=O)O)c1Br, CC(C)C(=O)Cl, C1CCOC1, [Li]CCCC, CCCCCC. Product: Cc1cccc(C(=O)O)c1C(=O)C(C)C. RXN SMILES: [Br:1][c:2]1[c:3]([C:4](=[O:5])[OH:6])[cH:7][cH:8][cH:9][c:10]1[CH3:11].[C:23]([CH:24]([CH3:25])[CH3:26])(=[O:27])[Cl:28].[CH2:29]1[O:30][CH2:31][CH2:32][CH2:33]1.[CH3:12][CH2:13][CH2:14][CH2:15][Li:16].[CH3:17][CH2:18][CH2:19][CH2:20][CH2:21][CH3:22]>>[c:2]1([C:23]([CH:24]([CH3:25])[CH3:26])=[O:27])[c:3]([C:4](=[O:5])[OH:6])[cH:7][cH:8][cH:9][c:10]1[CH3:11]. Procedure details: Using coupling method A, (R)-2-(1-isopropylpiperidin-4-ylmethoxy)-1-phenylethylamine (200 mg, 0.73 mmol) and 5-chloroindole-2-carboxylic acid (142 mg, 0.75 mmol) afforded, after purification (SiO2: 4:2:1 DCM:EtOAc:isopropylamine) and conversion to the HCl salt by general method A, 320 mg (92%) of the title compound. As a reaction SMILES: [CH:1]([N:4]1[CH2:9][CH2:8][CH:7]([CH2:10][O:11][CH2:12][C@H:13]([NH2:20])[C:14]2[CH:19]=[CH:18][CH:17]=[CH:16][CH:15]=2)[CH2:6][CH2:5]1)([CH3:3])[CH3:2].[Cl:21][C:22]1[CH:23]=[C:24]2[C:28](=[CH:29][CH:30]=1)[NH:27][C:26]([C:31](O)=[O:32])=[CH:25]2>>[ClH:21].[Cl:21][C:22]1[CH:23]=[C:24]2[C:28](=[CH:29][CH:30]=1)[NH:27][C:26]([C:31]([NH:20][C@H:13]([C:14]1[CH:15]=[CH:16][CH:17]=[CH:18][CH:19]=1)[CH2:12][O:11][CH2:10][CH:7]1[CH2:6][CH2:5][N:4]([CH:1]([CH3:3])[CH3:2])[CH2:9][CH2:8]1)=[O:32])=[CH:25]2 |f:2.3|. Yields the product Cl.ClC=1C=C2C=C(NC2=CC1)C(=O)N[C@@H](COCC1CCN(CC1)C(C)C)C1=CC=CC=C1 (5-Chloro-N-[(R)-2-(1-isopropylpiperidine-4-ylmethoxy)-1-phenylethyl]-1H-indole-2-carboxamide hydrochloride). The reactants are C(C)(C)N1CCC(CC1)COC[C@@H](C1=CC=CC=C1)N ((R)-2-(1-isopropylpiperidin-4-ylmethoxy)-1-phenylethylamine), ClC=1C=C2C=C(NC2=CC1)C(=O)O (5-chloroindole-2-carboxylic acid). Starting materials: NC=1C(=NC=CC1)OC (3-amino-2-methoxypyridine), ClC1=CC=C2C(=CC(=NC2=C1)N)N1CCNCC1 (7-chloro-4-(1-piperazinyl)-2-quinolinamine), ClC(=O)OC1=CC=C(C=C1)[N+](=O)[O-] (4-nitrophenyl chloroformate), C(C)(C)N(CC)C(C)C (diisopropyl(ethyl)amine). The product is NC1=NC2=CC(=CC=C2C(=C1)N1CCN(CC1)C(=O)NC=1C(=NC=CC1)OC)Cl (4-(2-Amino-7-chloro-4-quinolinyl)-N-(2-methoxy-3-pyridinyl)-1-piperazinecarboxamide). As a reaction SMILES: [NH2:1][C:2]1[C:3]([O:8][CH3:9])=[N:4][CH:5]=[CH:6][CH:7]=1.Cl[C:11](OC1C=CC([N+]([O-])=O)=CC=1)=[O:12].C(N(C(C)C)CC)(C)C.[Cl:32][C:33]1[CH:42]=[C:41]2[C:36]([C:37]([N:44]3[CH2:49][CH2:48][NH:47][CH2:46][CH2:45]3)=[CH:38][C:39]([NH2:43])=[N:40]2)=[CH:35][CH:34]=1>>[NH2:43][C:39]1[CH:38]=[C:37]([N:44]2[CH2:49][CH2:48][N:47]([C:11]([NH:1][C:2]3[C:3]([O:8][CH3:9])=[N:4][CH:5]=[CH:6][CH:7]=3)=[O:12])[CH2:46][CH2:45]2)[C:36]2[C:41](=[CH:42][C:33]([Cl:32])=[CH:34][CH:35]=2)[N:40]=1. Procedure: As described for example 78, 3-amino-2-methoxypyridine, 4-nitrophenyl chloroformate, diisopropyl(ethyl)amine, and 7-chloro-4-(1-piperazinyl)-2-quinolinamine are reacted to afford the product as a light yellow solid. LC-MS: 413 (M++1). 1H NMR (CDCl3) δ 8.40 (d, 1H), 7.80 (m, 1H), 7.75 (d, 1H), 7.64 (d, 1H), 7.20 (dd, 1H), 7.05 (s, 1H), 6.90 (m, 1H), 6.20 (s, 1H), 4.80 (s, 1H), 4.00 (s, 3H), 3.80 (m, 4H), 3.25 (m, 4H). Starting materials: COC(=O)c1ccc2c(c1)CC(C)(C)C(c1cccc(S(=O)(=O)N3CCCC3)c1)N2, CO, C1CCOC1. Yields the product CC1(C)Cc2cc(C(=O)O)ccc2NC1c1cccc(S(=O)(=O)N2CCCC2)c1. RXN SMILES: [CH3:1][C:2]1([CH3:30])[CH:3]([c:16]2[cH:17][c:18]([S:22](=[O:23])(=[O:24])[N:25]3[CH2:26][CH2:27][CH2:28][CH2:29]3)[cH:19][cH:20][cH:21]2)[NH:4][c:5]2[cH:6][cH:7][c:8]([C:12](=[O:13])[O:14][CH3:15])[cH:9][c:10]2[CH2:11]1.[CH3:36][OH:37].[O:31]1[CH2:32][CH2:33][CH2:34][CH2:35]1>>[CH3:1][C:2]1([CH3:30])[CH:3]([c:16]2[cH:17][c:18]([S:22](=[O:23])(=[O:24])[N:25]3[CH2:26][CH2:27][CH2:28][CH2:29]3)[cH:19][cH:20][cH:21]2)[NH:4][c:5]2[cH:6][cH:7][c:8]([C:12](=[O:13])[OH:14])[cH:9][c:10]2[CH2:11]1. Reactants: ClC=1SC2=C(N1)C=CC(=C2)[N+](=O)[O-] (2-chloro-6-nitrobenzothiazole), N1(CCCC1)CCN (2-pyrrolidin-1-yl-ethylamine). Run at temperature 100 celsius, time 16 hour. The product is [N+](=O)([O-])C1=CC2=C(N=C(S2)NCCN2CCCC2)C=C1 (6-Nitro-2-(2-pyrrolidin-1-yl-ethylamino)benzothiazole). Isolated yield 20.6%. RXN SMILES: Cl[C:2]1[S:3][C:4]2[CH:10]=[C:9]([N+:11]([O-:13])=[O:12])[CH:8]=[CH:7][C:5]=2[N:6]=1.[N:14]1([CH2:19][CH2:20][NH2:21])[CH2:18][CH2:17][CH2:16][CH2:15]1>>[N+:11]([C:9]1[CH:8]=[CH:7][C:5]2[N:6]=[C:2]([NH:21][CH2:20][CH2:19][N:14]3[CH2:18][CH2:17][CH2:16][CH2:15]3)[S:3][C:4]=2[CH:10]=1)([O-:13])=[O:12]. Procedure details: A mixture of 2-chloro-6-nitrobenzothiazole (250 mg, 1.16 mmol) and 2-pyrrolidin-1-yl-ethylamine (0.59 mL, 4.66 mmol) was heated at 100° C. for 4 hours then at 60° C. for 16 hours. After this time, the reaction mixture was filtered and the precipitate was washed with 2×5 mL of H2O. The solid was subjected to silica gel column chromatography (7.5% MeOH:92.5% CH2Cl2) to give the title compound as a yellow residue. Yield: 20.6%, 1H-NMR (DMSO-d6): δ 8.80 (br s, 1H); 8.70 (d, 1H, J=2.4 Hz); 8.11 (dd, ... Reactants: C1(\C=C/C(=O)O1)=O (maleic anhydride), C(C=C)[Si](C)(C)C (allyltrimethylsilane), C(C=C)(=O)OC(C)(C)C (t-butyl acrylate), C(C=C)(=O)OC (methyl acrylate), C(C=C)(=O)O (acrylic acid), N(=NC(C#N)(C)C)C(C#N)(C)C (2,2'-azobisisobutyronitrile), C1(\C=C/C(=O)O1)=O (maleic anhydride). Solvent: hexanes, O1CCCC1 (tetrahydrofuran). Run at temperature 64 celsius, time 18 hour. Product: C1(\C=C/C(=O)O1)=O.C(C=C)[Si](C)(C)C.C(C=C)(=O)OC(C)(C)C.C(C=C)(=O)OC.C(C=C)(=O)O (maleic anhydride allyltrimethylsilane t-butyl acrylate methyl acrylate acrylic acid). Reaction SMILES: [C:1]1(=[O:7])[O:6][C:4](=[O:5])[CH:3]=[CH:2]1.[CH2:8]([Si:11]([CH3:14])([CH3:13])[CH3:12])[CH:9]=[CH2:10].[C:15]([O:19][C:20]([CH3:23])([CH3:22])[CH3:21])(=[O:18])[CH:16]=[CH2:17].[C:24]([O:28][CH3:29])(=[O:27])[CH:25]=[CH2:26].[C:30]([OH:34])(=[O:33])[CH:31]=[CH2:32].N(C(C)(C)C#N)=NC(C)(C)C#N>O1CCCC1>[C:4]1(=[O:5])[O:6][C:1](=[O:7])[CH:2]=[CH:3]1.[CH2:8]([Si:11]([CH3:14])([CH3:13])[CH3:12])[CH:9]=[CH2:10].[C:15]([O:19][C:20]([CH3:23])([CH3:22])[CH3:21])(=[O:18])[CH:16]=[CH2:17].[C:24]([O:28][CH3:29])(=[O:27])[CH:25]=[CH2:26].[C:30]([OH:34])(=[O:33])[CH:31]=[CH2:32] |f:7.8.9.10.11|. Procedure: In a 250 ml, round bottom flask equipped with a reflux condenser and a gas inlet was combined maleic anhydride (8.76 g, 0.089 mol) and tetrahydrofuran (30 ml). The mixture was stirred under a N2 atmosphere until all the maleic anhydride was dissolved. To this solution was added allyltrimethylsilane (10.23 g, 0.089 mol), t-butyl acrylate (8.82 g, 0.069 mol), methyl acrylate (1.20 g, 0.014 mol), acrylic acid (1.0 g, 0.014 mol) and 2,2'-azobisisobutyronitrile (0.146 g, 0.9 mmol). The mixture was he... Starting materials: Br, Br, CCN(C(C)C)C(C)C, CC#N, ClCc1ccc(Cl)cc1, Nc1cnc2c(n1)CCNCC2. Yields the product Nc1cnc2c(n1)CCN(Cc1ccc(Cl)cc1)CC2. RXN SMILES: [BrH:1].[BrH:2].[CH2:15]([N:16]([CH:17]([CH3:18])[CH3:19])[CH:20]([CH3:21])[CH3:22])[CH3:23].[CH3:33][C:34]#[N:35].[Cl:24][c:25]1[cH:26][cH:27][c:28]([CH2:29][Cl:30])[cH:31][cH:32]1.[NH2:3][c:4]1[cH:5][n:6][c:7]2[c:8]([n:14]1)[CH2:9][CH2:10][NH:11][CH2:12][CH2:13]2>>[NH2:3][c:4]1[cH:5][n:6][c:7]2[c:8]([n:14]1)[CH2:9][CH2:10][N:11]([CH2:29][c:28]1[cH:27][cH:26][c:25]([Cl:24])[cH:32][cH:31]1)[CH2:12][CH2:13]2. Starting materials: CCOC(C)=O, COc1cc(OC)c2cnc(-c3cc(C)c(OCc4ccccc4)c(C)c3)cc2c1, CO. Yields the product COc1cc(OC)c2cnc(-c3cc(C)c(O)c(C)c3)cc2c1. Reaction SMILES: [C:31]([O:32][CH2:33][CH3:34])(=[O:35])[CH3:36].[CH2:1]([c:2]1[cH:3][cH:4][cH:5][cH:6][cH:7]1)[O:8][c:9]1[c:10]([CH3:30])[cH:11][c:12](-[c:16]2[n:17][cH:18][c:19]3[c:20]([O:28][CH3:29])[cH:21][c:22]([O:26][CH3:27])[cH:23][c:24]3[cH:25]2)[cH:13][c:14]1[CH3:15].[CH3:37][OH:38]>>[OH:8][c:9]1[c:10]([CH3:30])[cH:11][c:12](-[c:16]2[n:17][cH:18][c:19]3[c:20]([O:28][CH3:29])[cH:21][c:22]([O:26][CH3:27])[cH:23][c:24]3[cH:25]2)[cH:13][c:14]1[CH3:15]. Reactants: C(C1=CC=CC=C1)N(C(CCl)=O)C[C@H]([C@@H](CO[Si](C)(C)C(C)(C)C)O)C1=CC(=C(C=C1)Cl)Cl (N-benzyl-N-[(2R,3S)-4-{[tert-butyl(dimethyl)silyl]oxy}-2-(3,4-dichlorophenyl)-3-hydroxybutyl]-2-chloroacetamide), CC(C)([O-])C.[Na+] (sodium tert-butoxide), O (water). The solvent is C1CCOC1 (THF). Run at time 1 hour. Product: C(C1=CC=CC=C1)N1C(COC(C(C1)C1=CC(=C(C=C1)Cl)Cl)CO[Si](C)(C)C(C)(C)C)=O ((6RS,7SR)-4-benzyl-7-({[tert-butyl(dimethyl)silyl]oxy}methyl)-6-(3,4-dichlorophenyl)-1,4-oxazepan-3-one). Yield: 91.5%. RXN SMILES: [CH2:1]([N:8]([CH2:13][C@@H:14]([C:26]1[CH:31]=[CH:30][C:29]([Cl:32])=[C:28]([Cl:33])[CH:27]=1)[C@H:15]([OH:25])[CH2:16][O:17][Si:18]([C:21]([CH3:24])([CH3:23])[CH3:22])([CH3:20])[CH3:19])[C:9](=[O:12])[CH2:10]Cl)[C:2]1[CH:7]=[CH:6][CH:5]=[CH:4][CH:3]=1.CC(C)([O-])C.[Na+].O>C1COCC1>[CH2:1]([N:8]1[CH2:13][CH:14]([C:26]2[CH:31]=[CH:30][C:29]([Cl:32])=[C:28]([Cl:33])[CH:27]=2)[CH:15]([CH2:16][O:17][Si:18]([C:21]([CH3:24])([CH3:22])[CH3:23])([CH3:19])[CH3:20])[O:25][CH2:10][C:9]1=[O:12])[C:2]1[CH:3]=[CH:4][CH:5]=[CH:6][CH:7]=1 |f:1.2|. Procedure: To a solution of N-benzyl-N-[(2R,3S)-4-{[tert-butyl(dimethyl)silyl]oxy}-2-(3,4-dichlorophenyl)-3-hydroxybutyl]-2-chloroacetamide (4.13 g) in THF (100 mL) was added sodium tert-butoxide (897 mg) at 0° C., and the mixture was stirred at room temperature for 1 hr. The reaction mixture was added to water, and the mixture was extracted with ethyl acetate. The extract was washed with brine, and dried over anhydrous magnesium sulfate. The solvent was evaporated under reduced pressure. The residue was p...